The task is: describe an organic reaction: reactants, conditions, products, and yield. This data is from the Open Reaction Database (ORD), a public repository of structured organic reaction records. Reactants: CO, COC(=O)c1ccc(-c2ccccc2)cc1Cl, Cl, [Na+], [OH-]. Yields the product O=C(O)c1ccc(-c2ccccc2)cc1Cl. RXN SMILES: [CH3:21][OH:22].[Cl:1][c:2]1[c:3]([C:4](=[O:5])[O:6][CH3:7])[cH:8][cH:9][c:10](-[c:12]2[cH:13][cH:14][cH:15][cH:16][cH:17]2)[cH:11]1.[ClH:20].[Na+:19].[OH-:18]>>[Cl:1][c:2]1[c:3]([C:4](=[O:5])[OH:6])[cH:8][cH:9][c:10](-[c:12]2[cH:13][cH:14][cH:15][cH:16][cH:17]2)[cH:11]1. The reactants are C1(CCCCC1)P(C1=C(C=CC=C1)C1=C(C=C(C=C1C(C)C)C(C)C)C(C)C)C1CCCCC1 (dicyclohexyl(2′,4′,6′-triisopropylbiphenyl-2-yl)phosphine), CC(C)([O-])C.[Na+] (sodium tert-butoxide), O1CCN(CC1)C1=NC=C(C=C1N)N1CCOCC1 (2,5-dimorpholinopyridin-3-amine), ClC1=C(C(=NC2=CC(=CC(=C12)F)F)C1=NC=CC(=C1)C=C)C (4-chloro-5,7-difluoro-3-methyl-2-(4-vinylpyridin-2-yl)quinoline). The reagents and catalysts are C=1C=CC(=CC1)/C=C/C(=O)/C=C/C2=CC=CC=C2.C=1C=CC(=CC1)/C=C/C(=O)/C=C/C2=CC=CC=C2.C=1C=CC(=CC1)/C=C/C(=O)/C=C/C2=CC=CC=C2.[Pd].[Pd] (Pd2dba3). Solvent: C1(=CC=CC=C1)C (toluene). The product is O1CCN(CC1)C1=NC=C(C=C1NC1=C(C(=NC2=CC(=CC(=C12)F)F)C1=NC=CC(=C1)C=C)C)N1CCOCC1 (N-(2,5-dimorpholinopyridin-3-yl)-5,7-difluoro-3-methyl-2-(4-vinylpyridin-2-yl)quinolin-4-amine). As a reaction SMILES: C1(P(C2CCCCC2)C2C=CC=CC=2C2C(C(C)C)=CC(C(C)C)=CC=2C(C)C)CCCCC1.[O:35]1[CH2:40][CH2:39][N:38]([C:41]2[C:46]([NH2:47])=[CH:45][C:44]([N:48]3[CH2:53][CH2:52][O:51][CH2:50][CH2:49]3)=[CH:43][N:42]=2)[CH2:37][CH2:36]1.Cl[C:55]1[C:64]2[C:59](=[CH:60][C:61]([F:66])=[CH:62][C:63]=2[F:65])[N:58]=[C:57]([C:67]2[CH:72]=[C:71]([CH:73]=[CH2:74])[CH:70]=[CH:69][N:68]=2)[C:56]=1[CH3:75].CC(C)([O-])C.[Na+]>C1(C)C=CC=CC=1.C1C=CC(/C=C/C(/C=C/C2C=CC=CC=2)=O)=CC=1.C1C=CC(/C=C/C(/C=C/C2C=CC=CC=2)=O)=CC=1.C1C=CC(/C=C/C(/C=C/C2C=CC=CC=2)=O)=CC=1.[Pd].[Pd]>[O:35]1[CH2:40][CH2:39][N:38]([C:41]2[C:46]([NH:47][C:55]3[C:64]4[C:59](=[CH:60][C:61]([F:66])=[CH:62][C:63]=4[F:65])[N:58]=[C:57]([C:67]4[CH:72]=[C:71]([CH:73]=[CH2:74])[CH:70]=[CH:69][N:68]=4)[C:56]=3[CH3:75])=[CH:45][C:44]([N:48]3[CH2:49][CH2:50][O:51][CH2:52][CH2:53]3)=[CH:43][N:42]=2)[CH2:37][CH2:36]1 |f:3.4,6.7.8.9.10|. Reported procedure: The Buchwald coupled product was prepared according to Procedure H using dicyclohexyl(2′,4′,6′-triisopropylbiphenyl-2-yl)phosphine (0.019 g, 0.040 mmol), 2,5-dimorpholinopyridin-3-amine (0.080 g, 0.30 mmol), 4-chloro-5,7-difluoro-3-methyl-2-(4-vinylpyridin-2-yl)quinoline (0.08 g, 0.25 mmol), Pd2dba3 (0.009 g, 0.010 mmol) and sodium tert-butoxide (0.061 g, 0.63 mmol) in toluene (2.5 mL) at 100° C. for 4.5 h. The crude product was purified by column chromatography on silica gel (0 to 100% DCM/MeOH... The reactants are BrC1=CC=2C3=C(C=NC2C=C1)N(C(N3C=3C(=NN(C3)C)C)=O)C (8-bromo-1-(1,3-dimethyl-1H-pyrazol-4-yl)-3-methyl-1,3-dihydro-imidazo[4,5-c]quinolin-2-one), BrC1=CC=2C3=C(C=NC2C=C1)N(C(N3C=3C(=NN(C3)C)C)=O)C (8-bromo-1-(1,3-dimethyl-1H-pyrazol-4-yl)-3-methyl-1,3-dihydro-imidazo[4,5-c]quinolin-2-one), C(C1=CC=CC=C1)OCCCOC1=NC=C(C=C1)B1OC(C(O1)(C)C)(C)C (2-(3-benzyloxy-propoxy)-5-(4,4,5,5-tetramethyl-[1,3,2]dioxaborolan-2-yl)-pyridine). RXN SMILES: Br[C:2]1[CH:11]=[CH:10][C:9]2[N:8]=[CH:7][C:6]3[N:12]([CH3:23])[C:13](=[O:22])[N:14]([C:15]4[C:16]([CH3:21])=[N:17][N:18]([CH3:20])[CH:19]=4)[C:5]=3[C:4]=2[CH:3]=1.[CH2:24]([O:31][CH2:32][CH2:33][CH2:34][O:35][C:36]1[CH:41]=[CH:40][C:39](B2OC(C)(C)C(C)(C)O2)=[CH:38][N:37]=1)[C:25]1[CH:30]=[CH:29][CH:28]=[CH:27][CH:26]=1>>[CH2:24]([O:31][CH2:32][CH2:33][CH2:34][O:35][C:36]1[N:37]=[CH:38][C:39]([C:2]2[CH:11]=[CH:10][C:9]3[N:8]=[CH:7][C:6]4[N:12]([CH3:23])[C:13](=[O:22])[N:14]([C:15]5[C:16]([CH3:21])=[N:17][N:18]([CH3:20])[CH:19]=5)[C:5]=4[C:4]=3[CH:3]=2)=[CH:40][CH:41]=1)[C:25]1[CH:26]=[CH:27][CH:28]=[CH:29][CH:30]=1. Procedure details: The title compound was synthesized in a similar manner as described for Example 1.1 using 8-bromo-1-(1,3-dimethyl-1H-pyrazol-4-yl)-3-methyl-1,3-dihydro-imidazo[4,5-c]quinolin-2-one (Intermediate A, 50 mg, 0.132 mmol) and 2-(3-benzyloxy-propoxy)-5-(4,4,5,5-tetramethyl-[1,3,2]dioxaborolan-2-yl)-pyridine (Stage 20.1.1, 68 mg, 0.184 mmol) to give the title compound as an off-white solid. (HPLC: tR 3.22 min (Method A); M+H=535 MS-ES; 1H-NMR (d6-DMSO, 400 MHz) 8.95 (s, 1H), 8.31-8.26 (m, 1H), 8.15-8.0... Product: C(C1=CC=CC=C1)OCCCOC1=CC=C(C=N1)C1=CC=2C3=C(C=NC2C=C1)N(C(N3C=3C(=NN(C3)C)C)=O)C (8-[6-(3-Benzyloxy-propoxy)-pyridin-3-yl]-1-(1,3-dimethyl-1H-pyrazol-4-yl)-3-methyl-1,3-dihydro-imidazo[4,5-c]quinolin-2-one). Product: ClC=1C(=NC(=NC1)NC1=CC2=C(CCN(CC2)CCOC)C=C1)NC1=C(C(=O)NC)C=C(C=C1)OC (2-{5-Chloro-2-[3-(2-methoxy-ethyl)-2,3,4,5-tetrahydro-1H-benzo[d]azepin-7-ylamino]-pyrimidin-4-ylamino}-5-methoxy-N-methyl-benzamide). The reactants are ClC1=NC=C(C(=N1)NC1=C(C(=O)NC)C=C(C=C1)OC)Cl (2-(2,5-Dichloro-pyrimidin-4-ylamino)-5-methoxy-N-methyl-benzamide), COCCN1CCC2=C(CC1)C=C(C=C2)N (3-(2-Methoxy-ethyl)-2,3,4,5-tetrahydro-1H-benzo[d]azepin-7-ylamine). Procedure details: 2-(2,5-Dichloro-pyrimidin-4-ylamino)-5-methoxy-N-methyl-benzamide of Example 607 was reacted with 3-(2-Methoxy-ethyl)-2,3,4,5-tetrahydro-1H-benzo[d]azepin-7-ylamine, in a similar manner as Example 601b, to yield desired product 2-{5-Chloro-2-[3-(2-methoxy-ethyl)-2,3,4,5-tetrahydro-1H-benzo[d]azepin-7-ylamino]-pyrimidin-4-ylamino}-5-methoxy-N-methyl-benzamide as a lyophylate (29%); 1H NMR (400 MHz, DMSO-d6) δ 11.22 (s, 1H), 9.71 (bs, 1H), 9.43 (s, 1H), 8.75 (bs, 1H), 8.54 (d, J=8.59 Hz, 1H), 8.18... Reaction SMILES: Cl[C:2]1[N:7]=[C:6]([NH:8][C:9]2[CH:18]=[CH:17][C:16]([O:19][CH3:20])=[CH:15][C:10]=2[C:11]([NH:13][CH3:14])=[O:12])[C:5]([Cl:21])=[CH:4][N:3]=1.[CH3:22][O:23][CH2:24][CH2:25][N:26]1[CH2:32][CH2:31][C:30]2[CH:33]=[C:34]([NH2:37])[CH:35]=[CH:36][C:29]=2[CH2:28][CH2:27]1>>[Cl:21][C:5]1[C:6]([NH:8][C:9]2[CH:18]=[CH:17][C:16]([O:19][CH3:20])=[CH:15][C:10]=2[C:11]([NH:13][CH3:14])=[O:12])=[N:7][C:2]([NH:37][C:34]2[CH:35]=[CH:36][C:29]3[CH2:28][CH2:27][N:26]([CH2:25][CH2:24][O:23][CH3:22])[CH2:32][CH2:31][C:30]=3[CH:33]=2)=[N:3][CH:4]=1. Starting materials: CCC(=O)OC(C)(C)C, CCOC(=O)c1ncc(Cl)cc1F, [Li]CCCC, CCCCCC, COC(C)(C)C, CC(=O)O, CC(C)NC(C)C, C1CCOC1, O. Product: CC(C(=O)OC(C)(C)C)C(=O)c1ncc(Cl)cc1F. As a reaction SMILES: [C:13]([CH3:14])([CH3:15])([CH3:16])[O:17][C:18]([CH2:19][CH3:20])=[O:21].[CH2:22]([O:23][C:25](=[O:26])[c:27]1[n:28][cH:29][c:30]([Cl:34])[cH:31][c:32]1[F:33])[CH3:24].[CH2:8]([Li:9])[CH2:10][CH2:11][CH3:12].[CH3:35][CH2:36][CH2:37][CH2:38][CH2:39][CH3:40].[CH3:46][O:47][C:48]([CH3:49])([CH3:50])[CH3:51].[CH3:52][C:53](=[O:54])[OH:55].[CH:1]([NH:2][CH:3]([CH3:4])[CH3:5])([CH3:6])[CH3:7].[O:41]1[CH2:42][CH2:43][CH2:44][CH2:45]1.[OH2:56]>>[C:13]([CH3:14])([CH3:15])([CH3:16])[O:17][C:18]([CH:19]([CH3:20])[C:25](=[O:26])[c:27]1[n:28][cH:29][c:30]([Cl:34])[cH:31][c:32]1[F:33])=[O:21].